This data is from the Open Reaction Database (ORD), a public repository of structured organic reaction records. The task is: describe an organic reaction: reactants, conditions, products, and yield The reactants are Cl (hydrochloric acid), C(C)N1C=2N=C3C=4C(=NN(C4C2C=N1)C)C1=C(CC3)C=CC=C1 (5-ethyl-2,5,7,8-tetrahydro-2-methyl-1,2,4,5,6-pentaazabenzo[6,7]cyclohepta[1,2,3-cd]-as-indacene). The solvent is C(C)(=O)OCC (ethyl acetate). Product: Cl.C(C)N1C=2N=C3C=4C(=NN(C4C2C=N1)C)C1=C(CC3)C=CC=C1 (5-Ethyl-2,5,7,8-tetrahydro-2-methyl-1,2,4,5,6-pentaazabenzo[6,7]cyclohepta[1,2,3-cd]-as-indacene, hydrochloride). Isolated yield 92.0%. As a reaction SMILES: [ClH:1].[CH2:2]([N:4]1[N:15]=[CH:14][C:13]2[C:12]3[N:11]([CH3:16])[N:10]=[C:9]4[C:17]5[CH:24]=[CH:23][CH:22]=[CH:21][C:18]=5[CH2:19][CH2:20][C:7]([C:8]=34)=[N:6][C:5]1=2)[CH3:3]>C(OCC)(=O)C>[ClH:1].[CH2:2]([N:4]1[N:15]=[CH:14][C:13]2[C:12]3[N:11]([CH3:16])[N:10]=[C:9]4[C:17]5[CH:24]=[CH:23][CH:22]=[CH:21][C:18]=5[CH2:19][CH2:20][C:7]([C:8]=34)=[N:6][C:5]1=2)[CH3:3] |f:3.4|. Procedure: Addition of ethereal hydrochloric acid to a solution of 5-ethyl-2,5,7,8-tetrahydro-2-methyl-1,2,4,5,6-pentaazabenzo[6,7]cyclohepta[1,2,3-cd]-as-indacene in ethyl acetate provides the hydrochloride, yield 92%, m.p. 208°-211° (dec.). Reactants: C(=O)(N1C=NC=C1)N1C=NC=C1 (Carbonyldiimidazole), ClC1=C(C=CC=C1)C1C(=C(NC(=C1C(=O)OC)C)COCC(=O)O)C(=O)OCC (2-{[4-(2-chlorophenyl)-3-ethoxycarbonyl-5-methoxycarbonyl-6-methyl-1,4-dihydropyridin-2-yl]methoxy}acetic acid), N (ammonia). Solvent: O1CCCC1 (tetrahydrofuran). Reaction conditions: time 2 hour. Product: ClC1=C(C=CC=C1)C1C(=C(NC(=C1C(=O)OC)C)COCC(=O)N)C(=O)OCC (2-{[4-(2-Chlorophenyl)-3-ethoxycarbonyl-5-methoxycarbonyl-6-methyl-1,4-dihydropyridin-2-yl]methoxy}acetamide). Isolated yield 67.1%. As a reaction SMILES: C(N1C=CN=C1)([N:3]1C=CN=C1)=O.[Cl:13][C:14]1[CH:19]=[CH:18][CH:17]=[CH:16][C:15]=1[CH:20]1[C:25]([C:26]([O:28][CH3:29])=[O:27])=[C:24]([CH3:30])[NH:23][C:22]([CH2:31][O:32][CH2:33][C:34](O)=[O:35])=[C:21]1[C:37]([O:39][CH2:40][CH3:41])=[O:38].N>O1CCCC1>[Cl:13][C:14]1[CH:19]=[CH:18][CH:17]=[CH:16][C:15]=1[CH:20]1[C:25]([C:26]([O:28][CH3:29])=[O:27])=[C:24]([CH3:30])[NH:23][C:22]([CH2:31][O:32][CH2:33][C:34]([NH2:3])=[O:35])=[C:21]1[C:37]([O:39][CH2:40][CH3:41])=[O:38]. Procedure: Carbonyldiimidazole (9.80 g) was added to a suspension of 2-{[4-(2-chlorophenyl)-3-ethoxycarbonyl-5-methoxycarbonyl-6-methyl-1,4-dihydropyridin-2-yl]methoxy}acetic acid (25.4 g) in tetrahydrofuran (400 ml) and the mixture stirred at room temperature for 2 hours. A stream of gaseous ammonia was passed through the resulting solution with stirring until the reaction was complete (as determined by t.l.c.) The reaction mixture was evaporated and the residue partitioned between ethyl acetate and water... Starting materials: C(C)(C)(C)OC([C@@H](CCCO)NC(=O)OC(C)(C)C)=O ((2R)-(t-butyloxycarbonylamino)-5-hydroxypentanoic acid t-butyl ester), N1C=NC=C1 (imidazole), C1(=CC=CC=C1)P(C1=CC=CC=C1)C1=CC=CC=C1 (triphenylphosphine), II (iodine). The solvent is C1CCOC1 (THF). Run at time 2 hour. Yields the product C(C)(C)(C)OC([C@@H](CCCI)NC(=O)OC(C)(C)C)=O ((2R)-(t-butyloxycarbonylamino)-5-iodopentanoic acid t-butyl ester). Isolated yield 72.0%. As a reaction SMILES: [C:1]([O:5][C:6](=[O:20])[C@H:7]([NH:12][C:13]([O:15][C:16]([CH3:19])([CH3:18])[CH3:17])=[O:14])[CH2:8][CH2:9][CH2:10]O)([CH3:4])([CH3:3])[CH3:2].N1C=CN=C1.C1(P(C2C=CC=CC=2)C2C=CC=CC=2)C=CC=CC=1.[I:45]I>C1COCC1>[C:1]([O:5][C:6](=[O:20])[C@H:7]([NH:12][C:13]([O:15][C:16]([CH3:19])([CH3:18])[CH3:17])=[O:14])[CH2:8][CH2:9][CH2:10][I:45])([CH3:4])([CH3:3])[CH3:2]. Reported procedure: A solution of the title E compound, (2R)-(t-butyloxycarbonylamino)-5-hydroxypentanoic acid t-butyl ester (9.12 g, 31.5 mmol), imidazole (3.22 g, 47.3 mmol) and triphenylphosphine (12.40 g, 47.3 mmol) in 300 mL of THF is treated portionwise over 5 min with iodine (9.60 g, 37.8 mmol) at RT. After 2 h, the mixture is filtered and concentrated. The residue is first filtrated though silica gel (eluant; ethyl acetate) then purified by chomatography on silica gel (eluant; 10% ethyl acetate in hexane) a... Procedure: The title compound was prepared as a white solid by reductive amination of 4-amino-4-phenyl-cyclohexanone (as prepared in the previous step) and N-(azetidin-3-ylcarbamoylmethyl)-3-trifluoromethyl-benzamide (as prepared in step B of Example 4) using the procedure described in Step C of Example 4. Product: NC1(CCC(CC1)N1CC(C1)NC(=O)CNC(C1=CC(=CC=C1)C(F)(F)F)=O)C1=CC=CC=C1 (N-{[1-(4-Amino-4-phenyl-cyclohexyl)-azetidin-3-ylcarbamoyl]-methyl}-3-trifluoromethyl-benzamide). Reaction SMILES: [NH2:1][C:2]1([C:9]2[CH:14]=[CH:13][CH:12]=[CH:11][CH:10]=2)[CH2:7][CH2:6][C:5](=O)[CH2:4][CH2:3]1.[NH:15]1[CH2:18][CH:17]([NH:19][C:20]([CH2:22][NH:23][C:24](=[O:35])[C:25]2[CH:30]=[CH:29][CH:28]=[C:27]([C:31]([F:34])([F:33])[F:32])[CH:26]=2)=[O:21])[CH2:16]1>>[NH2:1][C:2]1([C:9]2[CH:14]=[CH:13][CH:12]=[CH:11][CH:10]=2)[CH2:7][CH2:6][CH:5]([N:15]2[CH2:18][CH:17]([NH:19][C:20]([CH2:22][NH:23][C:24](=[O:35])[C:25]3[CH:30]=[CH:29][CH:28]=[C:27]([C:31]([F:34])([F:32])[F:33])[CH:26]=3)=[O:21])[CH2:16]2)[CH2:4][CH2:3]1. Starting materials: NC1(CCC(CC1)=O)C1=CC=CC=C1 (4-amino-4-phenyl-cyclohexanone), N1CC(C1)NC(=O)CNC(C1=CC(=CC=C1)C(F)(F)F)=O (N-(azetidin-3-ylcarbamoylmethyl)-3-trifluoromethyl-benzamide). Starting materials: [H-].[Na+] (sodium hydride), S1C(=CC=C1)S (thiophene-2-thiol), C(C)(C)(C)OC(=O)N1CCC2=C(CC1)C(=C(C=C2)Cl)CCl (3-tert-butoxycarbonyl-7-chloro-6-chloromethyl-2,3,4,5-tetrahydro-1H-benzo[d]azepine). Reagents/catalysts: [I-].[K+] (potassium iodide). Run in CN(C)C=O (DMF), CN(C)C=O (DMF). Run at temperature 45 celsius, time 13 hour. The product is C(C)(C)(C)OC(=O)N1CCC2=C(CC1)C(=C(C=C2)Cl)CSC=2SC=CC2 (3-tert-butoxycarbonyl-7-chloro-6-(thiophen-2-ylthiomethyl)-2,3,4,5-tetrahydro-1H-benzo[d]azepine). Isolated yield 70.6%. RXN SMILES: [H-].[Na+].[S:3]1[CH:7]=[CH:6][CH:5]=[C:4]1[SH:8].[C:9]([O:13][C:14]([N:16]1[CH2:22][CH2:21][C:20]2[C:23]([CH2:28]Cl)=[C:24]([Cl:27])[CH:25]=[CH:26][C:19]=2[CH2:18][CH2:17]1)=[O:15])([CH3:12])([CH3:11])[CH3:10]>CN(C=O)C.[I-].[K+]>[C:9]([O:13][C:14]([N:16]1[CH2:22][CH2:21][C:20]2[C:23]([CH2:28][S:8][C:4]3[S:3][CH:7]=[CH:6][CH:5]=3)=[C:24]([Cl:27])[CH:25]=[CH:26][C:19]=2[CH2:18][CH2:17]1)=[O:15])([CH3:12])([CH3:11])[CH3:10] |f:0.1,5.6|. Procedure: Suspend sodium hydride (20 mg, 60% dispersion in mineral oil) in anhydrous DMF (2 mL) and add thiophene-2-thiol (35 mg, 0.38 mmol) at room temperature. After 5 min add 3-tert-butoxycarbonyl-7-chloro-6-chloromethyl-2,3,4,5-tetrahydro-1H-benzo[d]azepine (150 mg, 0.38 mmol) and catalytic potassium iodide (1 mg) in anhydrous DMF (1 mL) and stir at 45° C. for 13 h. Cool the mixture to room temperature and partition between brine and EtOAc. Dry the organic layer over Na2SO4, filter and concentrate in ... The reactants are Cl.[C@@H]12N(C[C@@H](NC1)C2)C(=O)C=2NC1=CC=CC=C1C2 ((S,S)-(2,5-diaza-bicyclo[2.2.1]hept-2-yl)-(1H-indol-2-yl)-methanone hydrochloride), TEA, C=O (formaldehyde), [BH-](OC(=O)C)(OC(=O)C)OC(=O)C.[Na+] (NaB(OAc)3H). The solvent is ClC(C)Cl (dichloroethane). Reaction conditions: time 2 hour. Product: N1C(=CC2=CC=CC=C12)C(=O)N1[C@@H]2CN([C@H](C1)C2)C ((S,S)-(1H-Indol-2-yl)-(5-methyl-2,5-diaza-bicyclo[2.2.1]hept-2-yl)-methanone). The yield is 95.7%. As a reaction SMILES: Cl.[C@H:2]12[CH2:8][C@H:5]([NH:6][CH2:7]1)[CH2:4][N:3]2[C:9]([C:11]1[NH:12][C:13]2[C:18]([CH:19]=1)=[CH:17][CH:16]=[CH:15][CH:14]=2)=[O:10].C=O.[BH-](OC(C)=O)(OC(C)=O)O[C:24](C)=O.[Na+]>ClC(Cl)C>[NH:12]1[C:13]2[C:18](=[CH:17][CH:16]=[CH:15][CH:14]=2)[CH:19]=[C:11]1[C:9]([N:3]1[CH2:4][C@@H:5]2[CH2:8][C@H:2]1[CH2:7][N:6]2[CH3:24])=[O:10] |f:0.1,3.4|. Procedure details: To a solution of (S,S)-(2,5-diaza-bicyclo[2.2.1]hept-2-yl)-(1H-indol-2-yl)-methanone hydrochloride (50 mg, 0.18 mmol), TEA (50 μL, 0.36 mmol), and formaldehyde (6 μL, 0.22 mmol) in dichloroethane (DCE)/MeOH (10:1, 3 mL) was added NaB(OAc)3H (115 mg, 0.54 mmol). After 2 h at rt, the mixture was diluted with satd. aq. NaHCO3 and extracted with CH2Cl2 (3×). The combined organic layers were washed with satd aq. NaCl, dried (Na2SO4), and concentrated to yield an orange solid (44 mg, 96%). MS (ESI): m... Reactants: Cc1cn(C2CC(N=[N+]=[N-])C(CO)O2)c(=O)n(CCCN2C(=O)c3ccccc3C2=O)c1=O, CO, NN, O. Yields the product Cc1cn(C2CC(N=[N+]=[N-])C(CO)O2)c(=O)n(CCCN)c1=O. Reaction SMILES: [C:1]1(=[O:2])[N:5]([CH2:6][CH2:7][CH2:8][n:9]2[c:10](=[O:27])[n:11]([CH:12]3[CH2:13][CH:14]([N:19]=[N+:20]=[N-:21])[CH:15]([CH2:16][OH:17])[O:18]3)[cH:22][c:23]([CH3:26])[c:24]2=[O:25])[C:3](=[O:4])[c:28]2[cH:29][cH:30][cH:31][cH:32][c:33]21.[CH3:37][OH:38].[NH2:35][NH2:36].[OH2:34]>>[NH2:5][CH2:6][CH2:7][CH2:8][n:9]1[c:10](=[O:27])[n:11]([CH:12]2[CH2:13][CH:14]([N:19]=[N+:20]=[N-:21])[CH:15]([CH2:16][OH:17])[O:18]2)[cH:22][c:23]([CH3:26])[c:24]1=[O:25].